From a dataset of the Open Reaction Database (ORD), a public repository of structured organic reaction records. describe an organic reaction: reactants, conditions, products, and yield Reactants: CC1C(N(C2=CC=CC=C12)CCCN1CCC2(C(N(CN2C2=CC=CC=C2)CC=2C=C(C(=O)OC(C)(C)C)C=CC2)=O)CC1)=O (tert-butyl 3-((8-(3-(3-methyl-2-oxoindolin-1-yl)propyl)-4-oxo-1-phenyl-1,3,8-triazaspiro[4.5]decan-3-yl)methyl)benzoate). Solvent: Cl (hydrogen chloride), O1CCOCC1 (dioxane). The product is hydrogen chloride salt, CC1C(N(C2=CC=CC=C12)CCCN1CCC2(C(N(CN2C2=CC=CC=C2)CC=2C=C(C(=O)O)C=CC2)=O)CC1)=O (3-((8-(3-(3-methyl-2-oxoindolin-1-yl)propyl)-4-oxo-1-phenyl-1,3,8-triazaspiro[4.5]decan-3-yl)methyl)benzoic acid). The yield is 13.2%. As a reaction SMILES: [CH3:1][CH:2]1[C:10]2[C:5](=[CH:6][CH:7]=[CH:8][CH:9]=2)[N:4]([CH2:11][CH2:12][CH2:13][N:14]2[CH2:44][CH2:43][C:17]3([N:21]([C:22]4[CH:27]=[CH:26][CH:25]=[CH:24][CH:23]=4)[CH2:20][N:19]([CH2:28][C:29]4[CH:30]=[C:31]([CH:39]=[CH:40][CH:41]=4)[C:32]([O:34]C(C)(C)C)=[O:33])[C:18]3=[O:42])[CH2:16][CH2:15]2)[C:3]1=[O:45]>Cl.O1CCOCC1>[CH3:1][CH:2]1[C:10]2[C:5](=[CH:6][CH:7]=[CH:8][CH:9]=2)[N:4]([CH2:11][CH2:12][CH2:13][N:14]2[CH2:44][CH2:43][C:17]3([N:21]([C:22]4[CH:27]=[CH:26][CH:25]=[CH:24][CH:23]=4)[CH2:20][N:19]([CH2:28][C:29]4[CH:30]=[C:31]([CH:39]=[CH:40][CH:41]=4)[C:32]([OH:34])=[O:33])[C:18]3=[O:42])[CH2:16][CH2:15]2)[C:3]1=[O:45]. Reported procedure: A solution of tert-butyl 3-((8-(3-(3-methyl-2-oxoindolin-1-yl)propyl)-4-oxo-1-phenyl-1,3,8-triazaspiro[4.5]decan-3-yl)methyl)benzoate (100 mg, 0.164 mmol, 1 equiv) in 4M hydrogen chloride solution in dioxane was stirred at ambient temperature for 16 h. The mixture was concentrated and dried in vacuo to afford the hydrogen chloride salt of the title compound as a white powder (12 mg, 14%); 1H NMR (400 MHz, DMSO-d6): δ 1.34 (d, 3H, J=7.6 Hz); 1.63 (d, 2H, J=12.8 Hz); 1.79 (t, 2H, J=6.8 Hz); 2.49 (... Reactants: C1CCOC1, COCCl, CC(C)[N-]C(C)C, O=C1OC(C(Cl)(Cl)Cl)N2CCCC12, [Li+], O. Yields the product COCC12CCCN1C(C(Cl)(Cl)Cl)OC2=O. Reaction SMILES: [CH2:27]1[O:28][CH2:29][CH2:30][CH2:31]1.[CH3:22][O:23][CH2:24][Cl:25].[CH:1]([N-:2][CH:3]([CH3:4])[CH3:5])([CH3:6])[CH3:7].[Cl:9][C:10]([CH:11]1[O:12][C:13](=[O:19])[CH:14]2[N:15]1[CH2:16][CH2:17][CH2:18]2)([Cl:20])[Cl:21].[Li+:8].[OH2:26]>>[Cl:9][C:10]([CH:11]1[O:12][C:13](=[O:19])[C:14]2([CH2:24][O:23][CH3:22])[N:15]1[CH2:16][CH2:17][CH2:18]2)([Cl:20])[Cl:21]. Reactants: ClC1=CC(N(C=C1)C1=CC(=C(C=C1)OCC(C)(C)O)OC)=O (4-chloro-1-(4-(2-hydroxy-2-methylpropoxy)-3-methoxyphenyl)pyridin-2(1H)-one), C(CCC)[Sn](C#CC1=CC=C(C=C1)Cl)(CCCC)CCCC (tributyl((4-chlorophenyl)ethynyl)stannane). The reagents and catalysts are [Cu]I (copper (I) iodide), C=1C=CC(=CC1)[P](C=2C=CC=CC2)(C=3C=CC=CC3)[Pd]([P](C=4C=CC=CC4)(C=5C=CC=CC5)C=6C=CC=CC6)([P](C=7C=CC=CC7)(C=8C=CC=CC8)C=9C=CC=CC9)[P](C=1C=CC=CC1)(C=1C=CC=CC1)C=1C=CC=CC1 (PalladiumTetrakis). Run in CN(C)C=O (DMF), C(Cl)Cl (DCM). Run at temperature 70 celsius, time 8 hour. Yields the product ClC1=CC=C(C=C1)C#CC1=CC(N(C=C1)C1=CC(=C(C=C1)OCC(C)(C)O)OC)=O (4-((4-chlorophenyl)-ethynyl)-1-(4-(2-hydroxy-2-methylpropoxy)-3-methoxyphenyl)pyridin-2(1H)-one), 4-(2-hydroxy-2-methylpropoxy)-3-methoxyphenyepyridin-2(1H). Yield: 66.7%. As a reaction SMILES: Cl[C:2]1[CH:7]=[CH:6][N:5]([C:8]2[CH:13]=[CH:12][C:11]([O:14][CH2:15][C:16]([OH:19])([CH3:18])[CH3:17])=[C:10]([O:20][CH3:21])[CH:9]=2)[C:4](=[O:22])[CH:3]=1.C([Sn](CCCC)(CCCC)[C:28]#[C:29][C:30]1[CH:35]=[CH:34][C:33]([Cl:36])=[CH:32][CH:31]=1)CCC>CN(C=O)C.C(Cl)Cl.[Cu]I.C1C=CC([P]([Pd]([P](C2C=CC=CC=2)(C2C=CC=CC=2)C2C=CC=CC=2)([P](C2C=CC=CC=2)(C2C=CC=CC=2)C2C=CC=CC=2)[P](C2C=CC=CC=2)(C2C=CC=CC=2)C2C=CC=CC=2)(C2C=CC=CC=2)C2C=CC=CC=2)=CC=1>[Cl:36][C:33]1[CH:34]=[CH:35][C:30]([C:29]#[C:28][C:2]2[CH:7]=[CH:6][N:5]([C:8]3[CH:13]=[CH:12][C:11]([O:14][CH2:15][C:16]([OH:19])([CH3:18])[CH3:17])=[C:10]([O:20][CH3:21])[CH:9]=3)[C:4](=[O:22])[CH:3]=2)=[CH:31][CH:32]=1 |^1:58,60,79,98|. Procedure details: A mixture of 4-chloro-1-(4-(2-hydroxy-2-methylpropoxy)-3-methoxyphenyl)pyridin-2(1H)-one Part D of Procedure 9 (100 mg, 0.31 mmol), tributyl((4-chlorophenyl)ethynyl)stannane Part A (237 mg, 0.56 mmol), copper (I) iodide (17.6 mg, 0.09 mmol), and PalladiumTetrakis (54 mg, 0.05 mmol) in DMF (1.5 mL) was stirred under nitrogen at 70° C. overnight. The reaction was diluted with DCM, filtered, washed with 1N HCl, sat. NaHCO3, dried (MgSO4), and concentrated. The residue was purified using ISCO flash ... Starting materials: CCOCc1nc2c(N)nc3cc(Br)cnc3c2n1CC(C)C, [Cu]I, [K+], [K+], [K+], NC1CCCCC1N, C1COCCO1, O=P([O-])([O-])[O-], c1c[nH]cn1. The product is CCOCc1nc2c(N)nc3cc(-n4ccnc4)cnc3c2n1CC(C)C. RXN SMILES: [Br:14][c:15]1[cH:16][n:17][c:18]2[c:19]3[c:20]([c:21]([NH2:25])[n:22][c:23]2[cH:24]1)[n:26][c:27]([CH2:33][O:34][CH2:35][CH3:36])[n:28]3[CH2:29][CH:30]([CH3:31])[CH3:32].[Cu:45][I:46].[K+:6].[K+:7].[K+:8].[NH2:37][CH:38]1[CH2:39][CH2:40][CH2:41][CH2:42][CH:43]1[NH2:44].[O:47]1[CH2:48][CH2:49][O:50][CH2:51][CH2:52]1.[P:1]([O-:2])([O-:3])([O-:4])=[O:5].[nH:9]1[cH:10][n:11][cH:12][cH:13]1>>[n:9]1(-[c:15]2[cH:16][n:17][c:18]3[c:19]4[c:20]([c:21]([NH2:25])[n:22][c:23]3[cH:24]2)[n:26][c:27]([CH2:33][O:34][CH2:35][CH3:36])[n:28]4[CH2:29][CH:30]([CH3:31])[CH3:32])[cH:10][n:11][cH:12][cH:13]1. The reactants are BrC1=C(C(=CC=C1)[N+](=O)[O-])C (1-Bromo-2-methyl-3-nitrobenzene), [B-](C=C)(F)(F)F.[K+] (potassium trifluoro(vinyl)borate), TEA, PdCl2(dppf)-CH2Cl2Adduct. Run in C(C)O (ethanol). Product: CC1=C(C=CC=C1C=C)[N+](=O)[O-] (2-methyl-1-nitro-3-vinylbenzene). RXN SMILES: Br[C:2]1[CH:7]=[CH:6][CH:5]=[C:4]([N+:8]([O-:10])=[O:9])[C:3]=1[CH3:11].[B-](F)(F)(F)[CH:13]=[CH2:14].[K+]>C(O)C>[CH3:11][C:3]1[C:2]([CH:13]=[CH2:14])=[CH:7][CH:6]=[CH:5][C:4]=1[N+:8]([O-:10])=[O:9] |f:1.2|. Reported procedure: 1-Bromo-2-methyl-3-nitrobenzene (5.00 g, 23.1 mmol), potassium trifluoro(vinyl)borate (5.00 g, 37.3 mmol)), TEA (6.45 mL, 46.3 mmol) and PdCl2(dppf)-CH2Cl2Adduct (0.945 g, 1.157 mmol) were added to ethanol (75 mL). The mixture was degassed and then reflux for 3 hrs. The reaction was poured into brine and extracted with ETOAc. The organic layer was separated, dried over Na2SO4, filtered then concentrated. The residue was purified by chromatography on a 330 g ISCO Redi-Sep column using ethyl aceta... Starting materials: N1=CNC2=C1C=CC(=C2)N (benzimidazol-5-amine), COC=1C=C(CBr)C=CC1 (3-methoxybenzylbromide), C(=O)([O-])[O-].[K+].[K+] (K2CO3). As a reaction SMILES: [N:1]1[C:5]2[CH:6]=[CH:7][C:8]([NH2:10])=[CH:9][C:4]=2[NH:3][CH:2]=1.[CH3:11][O:12][C:13]1[CH:14]=[C:15]([CH:18]=[CH:19][CH:20]=1)[CH2:16]Br.[C:21]([O-:24])([O-])=O.[K+].[K+]>>[CH3:11][O:12][C:13]1[CH:14]=[C:15]([CH:18]=[CH:19][CH:20]=1)[CH2:16][N:10]([CH2:16][C:15]1[CH:18]=[CH:19][CH:20]=[C:13]([O:24][CH3:21])[CH:14]=1)[C:8]1[CH:7]=[CH:6][C:5]2[NH:1][CH:2]=[N:3][C:4]=2[CH:9]=1 |f:2.3.4|. Procedure details: The compound was synthesized starting from benzimidazol-5-amine (133 mg; 1 mmol; 1 eq.), 3-methoxybenzylbromide (442 mg; 0.308 ml; 2.2 mmol; 2.2 eq.) and K2CO3 (304 mg; 2.2 mmol; 2.2 eq.) according to method 5; Yield: 0.143 g (38.3%); MS m/z: 374.1 [M+H]+; 1H-NMR (500 MHz, DMSO d6): δ 3.68 (s, 6H); 4.64 (s, 4H); 6.69 (br s, 1H); 6.72 (dd, 1H, 4J=2.1 Hz, 3J=8.9 Hz); 6.78 (dd, 2H, 4J=2.4 Hz, 3J=7.9 Hz); 6.83-6.87 (m, 4H); 7.22 (t, 2H, 3J=7.9 Hz); 7.33 (d, 1H, 3J=8.9 Hz); 7.90 (s, 1H); 11.92 (br s,... Yields the product COC=1C=C(CN(C2=CC3=C(NC=N3)C=C2)CC2=CC(=CC=C2)OC)C=CC1 (N,N-Bis(3-methoxybenzyl)-1H-benzo[d]imidazol-5-amine). Reactants: CC(C)(C#N)N=NC(C)(C)C#N, O=C1CCCCC1, Cc1cc(C)c(C=O)c(C)c1. Yields the product Cc1cc(C)c(C(=O)O)c(C)c1. Reaction SMILES: [N:19]#[C:20][C:21]([N:22]=[N:23][C:24]([C:25]#[N:26])([CH3:27])[CH3:28])([CH3:29])[CH3:30].[O:12]=[C:13]1[CH2:14][CH2:15][CH2:16][CH2:17][CH2:18]1.[c:1]1([CH3:11])[c:2]([CH:9]=[O:10])[c:3]([CH3:8])[cH:4][c:5]([CH3:7])[cH:6]1>>[c:1]1([CH3:11])[c:2]([C:9](=[O:10])[OH:12])[c:3]([CH3:8])[cH:4][c:5]([CH3:7])[cH:6]1. Starting materials: C(C)(C)(C)OC(=O)N1CCN(CCC1)C(C1=CC(=CC=C1)C=1N=C(C2=C(N1)SC=N2)NC2=CC(=C(C=C2)OC)OC)=O (4-{3-[7-(3,4-dimethoxy-phenylamino)-thiazolo[5,4-d]pyrimidin-5-yl]-benzoyl}-[1,4]-diazepane-1-carboxylic acid tert-butyl ester), C(=O)(C(F)(F)F)O (CF3COOH), C(Cl)Cl (CH2Cl2). Run at time 16 hour. Yields the product N1(CCNCCC1)C(=O)C1=CC(=CC=C1)C=1N=C(C2=C(N1)SC=N2)NC2=CC(=C(C=C2)OC)OC ([1,4]diazepan-1-yl-{3-[7-(3,4-dimethoxy-phenylamino)-thiazolo[5,4-d]pyrimidin-5-yl]-phenyl}-methanone), Cl (HCl). Isolated yield 30.2%. RXN SMILES: C(OC([N:8]1[CH2:14][CH2:13][CH2:12][N:11]([C:15](=[O:42])[C:16]2[CH:21]=[CH:20][CH:19]=[C:18]([C:22]3[N:23]=[C:24]([NH:31][C:32]4[CH:37]=[CH:36][C:35]([O:38][CH3:39])=[C:34]([O:40][CH3:41])[CH:33]=4)[C:25]4[N:30]=[CH:29][S:28][C:26]=4[N:27]=3)[CH:17]=2)[CH2:10][CH2:9]1)=O)(C)(C)C.C(O)(C(F)(F)F)=O.C(Cl)[Cl:51]>>[N:11]1([C:15]([C:16]2[CH:21]=[CH:20][CH:19]=[C:18]([C:22]3[N:23]=[C:24]([NH:31][C:32]4[CH:37]=[CH:36][C:35]([O:38][CH3:39])=[C:34]([O:40][CH3:41])[CH:33]=4)[C:25]4[N:30]=[CH:29][S:28][C:26]=4[N:27]=3)[CH:17]=2)=[O:42])[CH2:12][CH2:13][CH2:14][NH:8][CH2:9][CH2:10]1.[ClH:51]. Reported procedure: To a stirred solution of 4-{3-[7-(3,4-dimethoxy-phenylamino)-thiazolo[5,4-d]pyrimidin-5-yl]-benzoyl}-[1,4]-diazepane-1-carboxylic acid tert-butyl ester (130 mg, 0.22 mmol) in 10 mL of CH2Cl2 was added slowly CF3COOH (4 mL) at room temperature. Then the mixture was stirred at room temperature for 16 hours. The solvent was evaporated and the residue was purified by preparative HPLC (Gemini 5u C18 150×21.2 mm; inject volume: 3 ml/inj, flow rate: 20 ml/min; wavelength: 214 nm and 254 nm; the gradien... Starting materials: S1C(=CC=C1)C(=O)OCC (ethyl thiophen-2-carboxylate), C(C)(C)[N-]C(C)C.[Li+] (Lithium diisopropylamide), solution, C(C)(C)(C)OC(=O)NN=C1CCC2=CC(=CC=C12)OC (5-methoxyindan-1-one tert-butyloxycarbonylhydrazone), FC(C(=O)O)(F)F (trifluoroacetic acid). Solvent: O1CCCC1 (tetrahydrofuran), CCCCCCC.C1CCOC1.C(C)C1=CC=CC=C1 (heptane THF ethylbenzene), O1CCCC1 (tetrahydrofuran), ClCCl (dichloromethane). Yields the product COC=1C=C2CC3=C(NN(C3C=3SC=CC3)C(=O)OC(C)(C)C)C2=CC1 (6-methoxy-2-tert-butyloxycarbonyl-3-(2-thienyl)-1,4-dihydroindeno[1,2-c]pyrazole). Reaction SMILES: C([N-]C(C)C)(C)C.[Li+].[C:9]([O:13][C:14]([NH:16][N:17]=[C:18]1[C:26]2[C:21](=[CH:22][C:23]([O:27][CH3:28])=[CH:24][CH:25]=2)[CH2:20][CH2:19]1)=[O:15])([CH3:12])([CH3:11])[CH3:10].[S:29]1[CH:33]=[CH:32][CH:31]=[C:30]1[C:34](OCC)=O.FC(F)(F)C(O)=O>CCCCCCC.C1COCC1.C(C1C=CC=CC=1)C.O1CCCC1.ClCCl>[CH3:28][O:27][C:23]1[CH:22]=[C:21]2[C:26](=[CH:25][CH:24]=1)[C:18]1[NH:17][N:16]([C:14]([O:13][C:9]([CH3:12])([CH3:11])[CH3:10])=[O:15])[CH:34]([C:30]3[S:29][CH:33]=[CH:32][CH:31]=3)[C:19]=1[CH2:20]2 |f:0.1,5.6.7|. Procedure: Lithium diisopropylamide (27.2 ml of a 2.0M solution in heptane/THF/ethylbenzene) was added dropwise to a stirred solution of 5-methoxyindan-1-one tert-butyloxycarbonylhydrazone (5.0 g) in tetrahydrofuran (150 ml) at −78° C. under nitrogen with stirring. After the addition was complete the mixture was stirred for 1.5 hours at −78° C. and then a solution of ethyl thiophen-2-carboxylate (3.39 g) in tetrahydrofuran (25 ml) was added dropwise. The mixture was stirred at −78° C. for 1.5 hours and the... Starting materials: ClC1=C(C=C(C=N1)C=O)C (6-chloro-3-formyl-5-methyl-pyridine), OO (H2O2). The solvent is C(=O)O (formic acid), O (water), O (water). Reaction conditions: temperature 0 celsius, time 15 hour. The product is ClC1=NC=C(C(=O)O)C=C1C (6-Chloro-5-methyl-nicotinic acid). Reaction SMILES: [Cl:1][C:2]1[N:7]=[CH:6][C:5]([CH:8]=[O:9])=[CH:4][C:3]=1[CH3:10].[OH:11]O>C(O)=O.O>[Cl:1][C:2]1[C:3]([CH3:10])=[CH:4][C:5]([C:8]([OH:11])=[O:9])=[CH:6][N:7]=1. Reported procedure: A solution of 6-chloro-3-formyl-5-methyl-pyridine (10 g, 64 mmol) in formic acid (200 mL) is cooled at 0° C. and an aq. 50% weight solution of H2O2 in water (9.6 mL, 360 mmol) is added at this temperature. The mixture is stirred at 0° C. for 15 h, carefully diluted with water (200 mL) and extracted with DCM (8×100 mL). The combined org. extracts are washed with 1M aq. HCl (100 mL) (check for remaining peroxide), dried (MgSO4), filtered and evaporated. The residue is dried to give the title compo...